Dataset: the Open Reaction Database (ORD), a public repository of structured organic reaction records. Task: describe an organic reaction: reactants, conditions, products, and yield Reactants: Cl (HCl), N1=CC=C(C=C1)N1CCC(CC1)CO (1-(4-pyridyl)piperidine-4-methanol), C1(C=2C(C(N1)=O)=CC=CC2)=O (phthalimide), C1(=CC=CC=C1)P(C1=CC=CC=C1)C1=CC=CC=C1 (triphenylphosphine), N(=NC(=O)OCC)C(=O)OCC (diethyl azodicarboxylate), crude material, O.NN (hydrazine hydrate). The solvent is C(Cl)Cl (CH2Cl2), CCOC(=O)C (EtOAc), C1CCOC1 (THF), C1CCOC1 (THF), CCO (EtOH). Run at temperature 75 celsius, time 16 hour. Product: N1=CC=C(C=C1)N1CCC(CC1)CN (1-(4-pyridyl)piperidine-4-methylamine). Yield: 56.7%. Reaction SMILES: [N:1]1[CH:6]=[CH:5][C:4]([N:7]2[CH2:12][CH2:11][CH:10]([CH2:13]O)[CH2:9][CH2:8]2)=[CH:3][CH:2]=1.C1(=O)[NH:19]C(=O)C2=CC=CC=C12.C1(P(C2C=CC=CC=2)C2C=CC=CC=2)C=CC=CC=1.N(C(OCC)=O)=NC(OCC)=O.Cl.O.NN>C1COCC1.CCO.C(Cl)Cl.CCOC(C)=O>[N:1]1[CH:6]=[CH:5][C:4]([N:7]2[CH2:12][CH2:11][CH:10]([CH2:13][NH2:19])[CH2:9][CH2:8]2)=[CH:3][CH:2]=1 |f:5.6|. Reported procedure: A solution of 1-(4-pyridyl)piperidine-4-methanol (5.87 g, 30.6 mmol), phthalimide (4.59 g, 31.2 mmol), and triphenylphosphine (8.10 g, 30.9 mmol) in 125 mL of THF at −5° C. was treated with a solution of diethyl azodicarboxylate (5.38 g, 30.9 mmol) in THF (40 mL). After 16 h, the mixture was poured into EtOAc and 1 N HCl. The aqueous layer was washed with EtOAc (2×), pH adjusted to 12 by addition of 5 N NaOH, and washed with EtOAc (3×). The combined organic extracts were dried (K2CO3) and concen... Starting materials: Br.BrCC=1C=C2C=NNC2=CC1 (5-bromomethyl-1H-indazole hydrobromide salt), O1CCCC=C1 (3,4-dihydro-2H-pyran), ClCCl (Dichloromethane). Solvent: O1CCCC1 (tetrahydrofuran). Run at time 8 hour. Yields the product BrCC1=C2C=NN(C2=CC=C1)C1OCCCC1 (4-bromomethyl-1-(tetrahydro-2H-pyran-2-yl)-1H-indazole). Isolated yield 78.0%. RXN SMILES: [BrH:1].BrC[C:4]1[CH:5]=[C:6]2[C:10](=[CH:11][CH:12]=1)[NH:9][N:8]=[CH:7]2.[O:13]1[CH:18]=[CH:17][CH2:16][CH2:15][CH2:14]1.Cl[CH2:20]Cl>O1CCCC1>[Br:1][CH2:20][C:5]1[CH:4]=[CH:12][CH:11]=[C:10]2[C:6]=1[CH:7]=[N:8][N:9]2[CH:18]1[CH2:17][CH2:16][CH2:15][CH2:14][O:13]1 |f:0.1|. Procedure details: A solution of 5-bromomethyl-1H-indazole hydrobromide salt (194 mg, 0.665 mmol) and 3,4-dihydro-2H-pyran (0.118 mL, 1.29 mmol) in tetrahydrofuran (4.7 mL) was heated at reflux for 2 h and then stirred overnight at room temperature. Dichloromethane (12 mL) was added and the solution was washed with aqueous sodium hydrogen carbonate, water, and brine (10 mL each), dried (MgSO4), concentrated, and chromatographed (5-60% ethyl acetate/petroleum ether) to give 4-bromomethyl-1-(tetrahydro-2H-pyran-2-yl... Product: O=C(Nc1ccncc1O)c1ccc([N+](=O)[O-])cc1. The reactants are O=C([O-])[O-], CC(=O)O, O=C(Cl)c1ccc([N+](=O)[O-])cc1, Nc1ccncc1O, [Na+], [Na+], O, c1ccncc1. Reaction SMILES: [C:21](=[O:22])([O-:23])[O-:24].[C:27]([OH:28])(=[O:29])[CH3:30].[N+:1](=[O:2])([O-:3])[c:4]1[cH:5][cH:6][c:7]([C:8](=[O:9])[Cl:10])[cH:11][cH:12]1.[NH2:13][c:14]1[c:15]([OH:20])[cH:16][n:17][cH:18][cH:19]1.[Na+:25].[Na+:26].[OH2:37].[cH:31]1[cH:32][cH:33][n:34][cH:35][cH:36]1>>[N+:1](=[O:2])([O-:3])[c:4]1[cH:5][cH:6][c:7]([C:8](=[O:9])[NH:13][c:14]2[c:15]([OH:20])[cH:16][n:17][cH:18][cH:19]2)[cH:11][cH:12]1. Reactants: CNC1CN(C(=O)C2CCN(C(=O)C3(C)CC3)CC2)CC1c1ccc(Cl)c(Cl)c1, O=C(O)C1(c2ccc(F)cc2)CCCC1. The product is CN(C(=O)C1(c2ccc(F)cc2)CCCC1)C1CN(C(=O)C2CCN(C(=O)C3(C)CC3)CC2)CC1c1ccc(Cl)c(Cl)c1. As a reaction SMILES: [Cl:1][c:2]1[cH:3][c:4]([CH:9]2[CH2:10][N:11]([C:16](=[O:17])[CH:18]3[CH2:19][CH2:20][N:21]([C:24](=[O:25])[C:26]4([CH3:29])[CH2:27][CH2:28]4)[CH2:22][CH2:23]3)[CH2:12][CH:13]2[NH:14][CH3:15])[cH:5][cH:6][c:7]1[Cl:8].[F:30][c:31]1[cH:32][cH:33][c:34]([C:37]2([C:42](=[O:43])[OH:44])[CH2:38][CH2:39][CH2:40][CH2:41]2)[cH:35][cH:36]1>>[Cl:1][c:2]1[cH:3][c:4]([CH:9]2[CH2:10][N:11]([C:16](=[O:17])[CH:18]3[CH2:19][CH2:20][N:21]([C:24](=[O:25])[C:26]4([CH3:29])[CH2:27][CH2:28]4)[CH2:22][CH2:23]3)[CH2:12][CH:13]2[N:14]([CH3:15])[C:42]([C:37]2([c:34]3[cH:33][cH:32][c:31]([F:30])[cH:36][cH:35]3)[CH2:38][CH2:39][CH2:40][CH2:41]2)=[O:44])[cH:5][cH:6][c:7]1[Cl:8]. Starting materials: O(C1=CC=CC(OC)=C1OC)C. The reagents and catalysts are N=1C=CC=CC1N2B(NC=3C=CC=CC32)B4NC=5C=CC=CC5N4C6=NC=CC=C6, O1B(OC(C)(C)C1(C)C)B2OC(C)(C)C(O2)(C)C, C[OH2+].C[OH2+].C1CC=CCCC=C1.C1CC=CCCC=C1.[Ir].[Ir]. Solvent: O(C)C1CCCC1. Reaction conditions: temperature 100 celsius, time 8 hour. The product is O(C=1C=C(C=C(OC)C1OC)B2OC(C)(C)C(O2)(C)C)C. The yield is 99.0%. Reported procedure: The general procedure A was followed using 1,2,3-trimethoxybenzene (84.1 mg, 0.5 mmol) and B2pin2 (126.9 mg, 0.5 mmol, 1.0 eq.) as starting material. The resulting mixture was allowed to stir 8 hours at 100 oC. 5c was obtained as white solid (146.1 mg, 99%) after purification by silica gel flash chromatography (EtOAc/PE=1:20 v/v). m.p.: 104-106 °C. Starting materials: ClC1=CC=C(N=N1)N(C(OC(C)(C)C)=O)CC1(CCC1)C1=NC=CC=C1F (t-butyl 6-chloropyridazin-3-yl((1-(3-fluoropyridin-2-yl)cyclobutyl)methyl)carbamate), C(C)(C)NC(C)C (diisopropylamine), [Li]CCCC (n-BuLi), [Si](C)(C)(C(C)(C)C)OCC1=CN=CS1 (5-((t-butyldimethylsilyloxy)methyl)thiazole). The reagents and catalysts are C=1C=CC(=CC1)[P](C=2C=CC=CC2)(C=3C=CC=CC3)[Pd]([P](C=4C=CC=CC4)(C=5C=CC=CC5)C=6C=CC=CC6)([P](C=7C=CC=CC7)(C=8C=CC=CC8)C=9C=CC=CC9)[P](C=1C=CC=CC1)(C=1C=CC=CC1)C=1C=CC=CC1 (tetrakis(triphenylphosphine)palladium(0)), [Br-].[Zn+2].[Br-] (zinc bromide). Solvent: C1CCOC1 (THF), C1CCOC1 (THF). Conditions: temperature -78 celsius, time 20 minute. Product: [Si](C)(C)(C(C)(C)C)OCC1=CN=C(S1)C1=CC=C(N=N1)N(C(OC(C)(C)C)=O)CC1(CCC1)C1=NC=CC=C1F (t-butyl 6-(5-((tert-butyldimethylsilyloxy)methyl)thiazol-2-yl)pyridazin-3-yl((1-(3-fluoropyridin-2-yl)cyclobutyl)methyl)carbamate). The yield is 73.9%. Reaction SMILES: C(NC(C)C)(C)C.[Li]CCCC.[Si:13]([O:20][CH2:21][C:22]1[S:26][CH:25]=[N:24][CH:23]=1)([C:16]([CH3:19])([CH3:18])[CH3:17])([CH3:15])[CH3:14].Cl[C:28]1[N:33]=[N:32][C:31]([N:34]([CH2:42][C:43]2([C:47]3[C:52]([F:53])=[CH:51][CH:50]=[CH:49][N:48]=3)[CH2:46][CH2:45][CH2:44]2)[C:35](=[O:41])[O:36][C:37]([CH3:40])([CH3:39])[CH3:38])=[CH:30][CH:29]=1>[Br-].[Zn+2].[Br-].C1C=CC([P]([Pd]([P](C2C=CC=CC=2)(C2C=CC=CC=2)C2C=CC=CC=2)([P](C2C=CC=CC=2)(C2C=CC=CC=2)C2C=CC=CC=2)[P](C2C=CC=CC=2)(C2C=CC=CC=2)C2C=CC=CC=2)(C2C=CC=CC=2)C2C=CC=CC=2)=CC=1.C1COCC1>[Si:13]([O:20][CH2:21][C:22]1[S:26][C:25]([C:28]2[N:33]=[N:32][C:31]([N:34]([CH2:42][C:43]3([C:47]4[C:52]([F:53])=[CH:51][CH:50]=[CH:49][N:48]=4)[CH2:46][CH2:45][CH2:44]3)[C:35](=[O:41])[O:36][C:37]([CH3:38])([CH3:39])[CH3:40])=[CH:30][CH:29]=2)=[N:24][CH:23]=1)([C:16]([CH3:19])([CH3:17])[CH3:18])([CH3:14])[CH3:15] |f:4.5.6,^1:60,62,81,100|. Reported procedure: To a stirring mixture of THF (2000 mL) and diisopropylamine (79.3 mL, 0.56 mol) at −78° C. was added n-BuLi (244 mL, 0.56 mol) dropwise. After stirring for 20 min at −78° C., a solution of 5-((t-butyldimethylsilyloxy)methyl)thiazole (110.9 g, 0.49 mol in 300 mL of THF) was added dropwise to the reaction mixture while maintaining a temperature less than −70° C. After the addition was complete, the reaction was stirred for an additional 30 min and a solution of zinc bromide (126.6 g, 0.56 mol in 3...